From a dataset of the Open Reaction Database (ORD), a public repository of structured organic reaction records. describe an organic reaction: reactants, conditions, products, and yield Starting materials: CC1=CC(CC(C1=O)(C(F)(F)F)C)=O (3,5-dimethyl-5-trifluoromethyl-2-cyclohexen-1,4-dione), C(CO)O (ethylene glycol), C1(=CC=C(C=C1)S(=O)(=O)O)C (p-toluenesulfonic acid). The solvent is C1(=CC=CC=C1)C (toluene). Product: CC1=CC2(CC(C1=O)(C(F)(F)F)C)OCCO2 (3,5-dimethyl-5-trifluoromethyl-1,1-ethylenedioxy-2-cyclohexen-4-one). Yield: 90.6%. As a reaction SMILES: [CH3:1][C:2]1[C:7](=[O:8])[C:6]([CH3:13])([C:9]([F:12])([F:11])[F:10])[CH2:5][C:4](=[O:14])[CH:3]=1.[CH2:15](O)[CH2:16][OH:17].C1(C)C=CC(S(O)(=O)=O)=CC=1>C1(C)C=CC=CC=1>[CH3:1][C:2]1[C:7](=[O:8])[C:6]([CH3:13])([C:9]([F:10])([F:11])[F:12])[CH2:5][C:4]2([O:17][CH2:16][CH2:15][O:14]2)[CH:3]=1. Procedure details: 2.64 g (12.8 mmole) of 3,5-dimethyl-5-trifluoromethyl-2-cyclohexen- 1,4-dione(A-5) prepared in Example 6 and 1.59 g (25.6 mmole) ethylene glycol were mixed with 250 ml of toluene, and 0.1 g of p-toluenesulfonic acid was added as catalyst. After cooling to room temperature, the reaction mixture was washed with water and aqueous solution of sodium bicarbonate. The organic layer thus formed was dried using anhydrous magnesium sulfate and the solvent was evaporated under reduced pressure. The residu...